From a dataset of the Open Reaction Database (ORD), a public repository of structured organic reaction records. describe an organic reaction: reactants, conditions, products, and yield Reactants: CCOC(C)=O, CO, O=[N+]([O-])c1cnc(NCCCN2CCOCC2)nc1. Yields the product Nc1cnc(NCCCN2CCOCC2)nc1. As a reaction SMILES: [CH3:20][CH2:21][O:22][C:23]([CH3:24])=[O:25].[CH3:26][OH:27].[O:1]1[CH2:2][CH2:3][N:4]([CH2:7][CH2:8][CH2:9][NH:10][c:11]2[n:12][cH:13][c:14]([N+:17]([O-:18])=[O:19])[cH:15][n:16]2)[CH2:5][CH2:6]1>>[O:1]1[CH2:2][CH2:3][N:4]([CH2:7][CH2:8][CH2:9][NH:10][c:11]2[n:12][cH:13][c:14]([NH2:17])[cH:15][n:16]2)[CH2:5][CH2:6]1. As a reaction SMILES: Br.Br[CH2:3][C:4]([C:6]12[CH2:13][N:10]([CH2:11][CH2:12]1)[CH2:9][CH2:8][CH2:7]2)=O.Br.O=C(C12CN(CC1)CCC2)C=O.C(=O)(O)O.[NH2:31][NH:32][C:33]([NH2:35])=[NH:34].Cl.C(=O)([O-])[O-].[K+].[K+]>O>[NH2:35][C:33]1[N:32]=[N:31][CH:3]=[C:4]([C:6]23[CH2:13][N:10]([CH2:11][CH2:12]2)[CH2:9][CH2:8][CH2:7]3)[N:34]=1 |f:0.1,2.3,4.5,7.8.9|. Yield: 14.5%. The solvent is O (water). Reaction conditions: time 8 hour. Reported procedure: (±) 5-(α-Bromoacetyl) -1-azabicyclo[3.2.11octane hydrobromide (1.0 g, 3.2 mmol) was converted into (±) 2-oxo-2-(1-azabicyclo[3.2.1 ]oct-5-yl) ethanal hydrobromide as described in Example 1. The crude aldehyde was immediately treated with a suspension of aminoguanidine bicarbonate (0.46 g, 3.38 mmol) in water (15 ml) and the solution was acidified to pH4 with 5M HCl. After stirring overnight at room temperature the reaction mixture was saturated with potassium carbonate then extracted into chloro... Starting materials: aldehyde, C(O)(O)=O.NNC(=N)N (aminoguanidine bicarbonate), Br.BrCC(=O)C12CCCN(CC1)C2 ((±) 5-(α-Bromoacetyl) -1-azabicyclo[3.2.11octane hydrobromide), Cl (HCl), Br.O=C(C=O)C12CCCN(CC1)C2 ((±) 2-oxo-2-(1-azabicyclo[3.2.1 ]oct-5-yl) ethanal hydrobromide), C([O-])([O-])=O.[K+].[K+] (potassium carbonate). The product is NC=1N=NC=C(N1)C12CCCN(CC1)C2 ((±) 5-(3-Amino-l,2,4-triazin-5-yl)-1-azabicyclo[3.2.1]octane). Reactants: C1CCC2=NCCCN2CC1, Cc1cccnc1CO, COCCOC, CS(=O)c1nc(N)nc(Cl)c1C#N, O. The product is Cc1cccnc1COc1nc(N)nc(Cl)c1C#N. As a reaction SMILES: [CH2:23]1[CH2:24][CH2:25][C:26]2=[N:31][CH2:30][CH2:29][CH2:28][N:27]2[CH2:32][CH2:33]1.[CH3:14][c:15]1[c:16]([CH2:21][OH:22])[n:17][cH:18][cH:19][cH:20]1.[CH3:35][O:36][CH2:37][CH2:38][O:39][CH3:40].[NH2:1][c:2]1[n:3][c:4]([S:11]([CH3:12])=[O:13])[c:5]([C:9]#[N:10])[c:6]([Cl:8])[n:7]1.[OH2:34]>>[NH2:1][c:2]1[n:3][c:4]([O:22][CH2:21][c:16]2[c:15]([CH3:14])[cH:20][cH:19][cH:18][n:17]2)[c:5]([C:9]#[N:10])[c:6]([Cl:8])[n:7]1. The solvent is C(Cl)(Cl)(Cl)Cl (carbon tetrachloride). The reactants are FC1=C(C(=O)OC)C=CC=C1C (methyl 2-fluoro-3-methylbenzoate), BrN1C(CCC1=O)=O (N-bromosuccinimide), C(C1=CC=CC=C1)(=O)OOC(C1=CC=CC=C1)=O (benzoyl peroxide). Reaction SMILES: [F:1][C:2]1[C:11]([CH3:12])=[CH:10][CH:9]=[CH:8][C:3]=1[C:4]([O:6][CH3:7])=[O:5].[Br:13]N1C(=O)CCC1=O.C(OOC(=O)C1C=CC=CC=1)(=O)C1C=CC=CC=1>C(Cl)(Cl)(Cl)Cl>[Br:13][CH2:12][C:11]1[C:2]([F:1])=[C:3]([CH:8]=[CH:9][CH:10]=1)[C:4]([O:6][CH3:7])=[O:5]. Procedure details: To a solution of methyl 2-fluoro-3-methylbenzoate (13.8 g, 82.3 mmol) from Step A above and N-bromosuccinimide (16.0 g, 90.6 mmol) in carbon tetrachloride (82 mL) at room temperature was added a catalytic amount of benzoyl peroxide. The yellow mixture was heated under reflux until the reaction was complete by TLC (overnight) and then it was concentrated and purified by column chromatography (silica gel, 9:1 hexanes/ethyl acetate) to afford methyl 3-(bromomethyl)-2-fluorobenzoate as a light yello... The product is BrCC=1C(=C(C(=O)OC)C=CC1)F (methyl 3-(bromomethyl)-2-fluorobenzoate). Isolated yield 56.6%. The reactants are N1C=C(C2=CC=CC=C12)CC#N ((1H-indol-3-yl)-acetonitrile), S1C(=CC=C1)CC(=O)O (thiolacetic acid), C(C)(=O)O (acetic acid). Run in CCOC(=O)C (EtOAc). The product is N1C=C(C2=CC=CC=C12)CC(=S)N (2-(1H-indol-3-yl)-thioacetamide). Yield: 47.6%. As a reaction SMILES: [NH:1]1[C:9]2[C:4](=[CH:5][CH:6]=[CH:7][CH:8]=2)[C:3]([CH2:10][C:11]#[N:12])=[CH:2]1.[S:13]1C=CC=C1CC(O)=O.C(O)(=O)C>CCOC(C)=O>[NH:1]1[C:9]2[C:4](=[CH:5][CH:6]=[CH:7][CH:8]=2)[C:3]([CH2:10][C:11]([NH2:12])=[S:13])=[CH:2]1. Procedure: A solution of (1H-indol-3-yl)-acetonitrile (5.0 g, 32 mmol), thiolacetic acid (6.8 mL, 96 mmol) and glacial acetic acid (25 mL) was heated at 100° C. for 4 h. After cooling to room temperature the reaction mixture was diluted with EtOAc, washed with water twice and brine. The organics were then concentrated under vacuum and purified by column chromatography (SiO2, EtOAc/hexanes) to afford 2-(1H-indol-3-yl)-thioacetamide as an orange solid (2.9 g, 48%).